This data is from the Open Reaction Database (ORD), a public repository of structured organic reaction records. The task is: describe an organic reaction: reactants, conditions, products, and yield Conditions: time 30 minute. As a reaction SMILES: [H-].[Na+].[C:3]1([SH:9])[CH:8]=[CH:7][CH:6]=[CH:5][CH:4]=1.Cl[C:11]1[CH:16]=[CH:15][C:14]([N+:17]([O-:19])=[O:18])=[C:13]([O:20][CH3:21])[CH:12]=1.O>CN(C)C=O>[CH3:21][O:20][C:13]1[CH:12]=[C:11]([S:9][C:3]2[CH:8]=[CH:7][CH:6]=[CH:5][CH:4]=2)[CH:16]=[CH:15][C:14]=1[N+:17]([O-:19])=[O:18] |f:0.1|. The solvent is CN(C=O)C (DMF), CN(C=O)C (DMF), CN(C=O)C (dimethyl formamide). Yield: 88.5%. Yields the product COC1=C(C=CC(=C1)SC1=CC=CC=C1)[N+](=O)[O-] (2-methoxy-1-nitro-4-phenylsulfanyl-benzene). The reactants are C1(=CC=CC=C1)S (benzenethiol), ClC1=CC(=C(C=C1)[N+](=O)[O-])OC (4-chloro-2-methoxy-1-nitro-benzene), [H-].[Na+] (sodium hydride), O (water). Procedure details: Using the procedure reported in Chem. Pharm. Bull. 40(2), 351-6, 1992, sodium hydride (60% suspension in mineral oil, 1.26 g, 44 mmol) was added to 40 mL of dimethyl formamide (DMF) at 0° C., and a solution of benzenethiol (2.25 g, 22 mmol) in 5 mL of DMF was added dropwise over five minutes, followed by stirring for 30 minutes. A solution of 4-chloro-2-methoxy-1-nitro-benzene (3.25 g, 20 mmol) in 25 mL of DMF was then added dropwise to the reaction mixture over 30 minutes, after which stirring ...